This data is from the Open Reaction Database (ORD), a public repository of structured organic reaction records. The task is: describe an organic reaction: reactants, conditions, products, and yield Starting materials: C1CCNC1, CC#N, Cc1cc(N2CCOCC2)nc(Cl)c1C(=O)NCc1cccc(F)c1. Product: Cc1cc(N2CCOCC2)nc(N2CCCC2)c1C(=O)NCc1cccc(F)c1. As a reaction SMILES: [CH2:26]1[CH2:27][CH2:28][NH:29][CH2:30]1.[CH3:31][C:32]#[N:33].[Cl:1][c:2]1[n:3][c:4]([N:20]2[CH2:21][CH2:22][O:23][CH2:24][CH2:25]2)[cH:5][c:6]([CH3:19])[c:7]1[C:8](=[O:9])[NH:10][CH2:11][c:12]1[cH:13][c:14]([F:18])[cH:15][cH:16][cH:17]1>>[c:2]1([N:29]2[CH2:28][CH2:27][CH2:26][CH2:30]2)[n:3][c:4]([N:20]2[CH2:21][CH2:22][O:23][CH2:24][CH2:25]2)[cH:5][c:6]([CH3:19])[c:7]1[C:8](=[O:9])[NH:10][CH2:11][c:12]1[cH:13][c:14]([F:18])[cH:15][cH:16][cH:17]1. Reactants: O=C(c1ncc[nH]1)c1ncc[nH]1, CC(C)(C)NCCO, C1CCOC1, O=C(O)c1cccc2cc(-c3ccccc3)oc12. The product is CC(C)(C)NCCOC(=O)c1cccc2cc(-c3ccccc3)oc12. As a reaction SMILES: [C:19]([c:20]1[nH:21][cH:22][cH:23][n:24]1)([c:25]1[nH:26][cH:27][cH:28][n:29]1)=[O:30].[C:31]([CH3:32])([CH3:33])([CH3:34])[NH:35][CH2:36][CH2:37][OH:38].[O:39]1[CH2:40][CH2:41][CH2:42][CH2:43]1.[c:1]1(-[c:7]2[o:8][c:9]3[c:10]([cH:11]2)[cH:12][cH:13][cH:14][c:15]3[C:16](=[O:17])[OH:18])[cH:2][cH:3][cH:4][cH:5][cH:6]1>>[c:1]1(-[c:7]2[o:8][c:9]3[c:10]([cH:11]2)[cH:12][cH:13][cH:14][c:15]3[C:16](=[O:17])[O:18][CH2:37][CH2:36][NH:35][C:31]([CH3:32])([CH3:33])[CH3:34])[cH:2][cH:3][cH:4][cH:5][cH:6]1. Starting materials: FC=1C=C(C=CC1)C1(C(=NC2=CC=CC=C12)NCCCO)O (m-fluorophenyl-2-(3-hydroxypropylamino)-3H-indol-3-ol), S(=O)(Cl)Cl (thionylchloride). Product: FC=1C=C(C=CC1)C1(C(=NC2=CC=CC=C12)NCCCCl)O (3-(m-fluorophenyl)-2-(3-chloropropylamino)-3H-indol-3-ol). As a reaction SMILES: [F:1][C:2]1[CH:3]=[C:4]([C:8]2([OH:22])[C:16]3[C:11](=[CH:12][CH:13]=[CH:14][CH:15]=3)[N:10]=[C:9]2[NH:17][CH2:18][CH2:19][CH2:20]O)[CH:5]=[CH:6][CH:7]=1.S(Cl)([Cl:25])=O>>[F:1][C:2]1[CH:3]=[C:4]([C:8]2([OH:22])[C:16]3[C:11](=[CH:12][CH:13]=[CH:14][CH:15]=3)[N:10]=[C:9]2[NH:17][CH2:18][CH2:19][CH2:20][Cl:25])[CH:5]=[CH:6][CH:7]=1. Procedure details: Reaction of 3-(m-fluorophenyl-2-(3-hydroxypropylamino)-3H-indol-3-ol with thionylchloride by a procedure analogous to that described in Example 2 gives 3-(m-fluorophenyl)-2-(3-chloropropylamino)-3H-indol-3-ol. The reactants are C=1(C(=CC=CC1)NC=1SC=C(N1)C=O)C (2-(o-toluidino)thiazole-4-carbaldehyde), S1C(=S)N(C(=O)C1)CC(=O)O (rhodanine-3-acetic acid), [Cl-].[NH4+] (ammonium chloride), N (ammonia). The solvent is C(C)O (ethanol). Product: C=1(C(=CC=CC1)NC=1SC=C(N1)C=C1C(N(C(S1)=S)CC(=O)O)=O)C (5-[2-(o-toluidino)thiazol-4-ylmethylene]-rhodanine-3-acetic acid). Reaction SMILES: [C:1]1([CH3:15])[C:2]([NH:7][C:8]2[S:9][CH:10]=[C:11]([CH:13]=O)[N:12]=2)=[CH:3][CH:4]=[CH:5][CH:6]=1.[S:16]1[CH2:22][C:20](=[O:21])[N:19]([CH2:23][C:24]([OH:26])=[O:25])[C:17]1=[S:18].[Cl-].[NH4+].N>C(O)C>[C:1]1([CH3:15])[C:2]([NH:7][C:8]2[S:9][CH:10]=[C:11]([CH:13]=[C:22]3[S:16][C:17](=[S:18])[N:19]([CH2:23][C:24]([OH:26])=[O:25])[C:20]3=[O:21])[N:12]=2)=[CH:3][CH:4]=[CH:5][CH:6]=1 |f:2.3|. Reported procedure: Following a procedure similar to that described in Example 1, the desired compound was prepared from 1.12 g of 2-(o-toluidino)thiazole-4-carbaldehyde, 0.87 g of rhodanine-3-acetic acid, 0.5 g of ammonium chloride, 0.5 ml of 28% v/v aqueous ammonia and 15 ml of ethanol. The resulting product was an orange powder having the following physical properties. Reactants: Fc1cccc(COc2ccc(Nc3ncnc4sc5cc(Br)ccc5c34)cc2Cl)c1, C1COCCN1, [H-], [Na+], O=C(C=Cc1ccccc1)C=Cc1ccccc1, O=C(C=Cc1ccccc1)C=Cc1ccccc1, O=C(C=Cc1ccccc1)C=Cc1ccccc1, [Pd], [Pd]. Product: Fc1cccc(COc2ccc(Nc3ncnc4sc5cc(N6CCOCC6)ccc5c34)cc2Cl)c1. As a reaction SMILES: [Br:1][c:2]1[cH:3][c:4]2[c:5]([c:6]3[c:7]([n:8][cH:9][n:10][c:11]3[NH:12][c:13]3[cH:14][c:15]([Cl:28])[c:16]([O:19][CH2:20][c:21]4[cH:22][c:23]([F:27])[cH:24][cH:25][cH:26]4)[cH:17][cH:18]3)[s:29]2)[cH:30][cH:31]1.[CH2:32]1[CH2:33][O:34][CH2:35][CH2:36][NH:37]1.[H-:38].[Na+:39].[O:42]=[C:43]([CH:44]=[CH:45][c:46]1[cH:47][cH:48][cH:49][cH:50][cH:51]1)[CH:52]=[CH:53][c:54]1[cH:55][cH:56][cH:57][cH:58][cH:59]1.[O:60]=[C:61]([CH:62]=[CH:63][c:64]1[cH:65][cH:66][cH:67][cH:68][cH:69]1)[CH:70]=[CH:71][c:72]1[cH:73][cH:74][cH:75][cH:76][cH:77]1.[O:78]=[C:79]([CH:80]=[CH:81][c:82]1[cH:83][cH:84][cH:85][cH:86][cH:87]1)[CH:88]=[CH:89][c:90]1[cH:91][cH:92][cH:93][cH:94][cH:95]1.[Pd:40].[Pd:41]>>[c:2]1([N:37]2[CH2:32][CH2:33][O:34][CH2:35][CH2:36]2)[cH:3][c:4]2[c:5]([c:6]3[c:7]([n:8][cH:9][n:10][c:11]3[NH:12][c:13]3[cH:14][c:15]([Cl:28])[c:16]([O:19][CH2:20][c:21]4[cH:22][c:23]([F:27])[cH:24][cH:25][cH:26]4)[cH:17][cH:18]3)[s:29]2)[cH:30][cH:31]1. Reactants: NC=1C=CC(=C(C1)[C@]1(N=C(COC[C@@H]1F)N)C)F ((5R,6R)-5-(5-amino-2-fluoro-phenyl)-6-fluoro-5-methyl-2,5,6,7-tetrahydro-1,4-oxazepin-3-ylamine), O1CCC(CC1)=O (dihydro-2H-pyran-4(3H)-one). The product is F[C@@H]1[C@@](N=C(COC1)N)(C)C1=C(C=CC(=C1)NC1CCOCC1)F ((5R,6R)-6-Fluoro-5-[2-fluoro-5-(tetrahydro-pyran-4-ylamino)-phenyl]-5-methyl-2,5,6,7-tetrahydro-[1,4]oxazepin-3-ylamine). Isolated yield 38.3%. Reaction SMILES: [NH2:1][C:2]1[CH:3]=[CH:4][C:5]([F:18])=[C:6]([C@:8]2([CH3:17])[C@@H:14]([F:15])[CH2:13][O:12][CH2:11][C:10]([NH2:16])=[N:9]2)[CH:7]=1.[O:19]1[CH2:24][CH2:23][C:22](=O)[CH2:21][CH2:20]1>>[F:15][C@H:14]1[CH2:13][O:12][CH2:11][C:10]([NH2:16])=[N:9][C@@:8]1([C:6]1[CH:7]=[C:2]([NH:1][CH:22]2[CH2:23][CH2:24][O:19][CH2:20][CH2:21]2)[CH:3]=[CH:4][C:5]=1[F:18])[CH3:17]. Procedure: In an analogous manner as described for example 1 the reductive amination of (5R,6R)-5-(5-amino-2-fluoro-phenyl)-6-fluoro-5-methyl-2,5,6,7-tetrahydro-1,4-oxazepin-3-ylamine (intermediate A10B) (20 mg, 78.4 μmol) and dihydro-2H-pyran-4(3H)-one (CAS [29943-42-8]) (8.63 mg, 7.96 μl, 86.2 μmol) yielded the title compound (10.2 mg, 38.4%) as a colorless oil. MS (ISP): m/z=340.2 [M+H]+. The reactants are [H][H], CN(C)C=O, O=C1c2ccccc2C(=O)N1CC#Cc1cnccn1. The product is O=C1c2ccccc2C(=O)N1CCCc1cnccn1. Reaction SMILES: [H:21][H:22].[O:23]=[CH:24][N:25]([CH3:26])[CH3:27].[n:1]1[c:2]([C:7]#[C:8][CH2:9][N:10]2[C:11](=[O:20])[c:12]3[c:13]([cH:16][cH:17][cH:18][cH:19]3)[C:14]2=[O:15])[cH:3][n:4][cH:5][cH:6]1>>[n:1]1[c:2]([CH2:7][CH2:8][CH2:9][N:10]2[C:11](=[O:20])[c:12]3[c:13]([cH:16][cH:17][cH:18][cH:19]3)[C:14]2=[O:15])[cH:3][n:4][cH:5][cH:6]1. Starting materials: CC(C)O, CNC(=O)c1cccc(Cl)c1Nc1nc(Cl)ncc1Cl, Cl, CN1C(=O)CCCc2cc(N)ccc21, C1COCCO1. Yields the product CNC(=O)c1cccc(Cl)c1Nc1nc(Nc2ccc3c(c2)CCCC(=O)N3C)ncc1Cl. As a reaction SMILES: [CH:36]([OH:37])([CH3:38])[CH3:39].[Cl:1][c:2]1[c:3]([NH:12][c:13]2[n:14][c:15]([Cl:20])[n:16][cH:17][c:18]2[Cl:19])[c:4]([C:5](=[O:6])[NH:7][CH3:8])[cH:9][cH:10][cH:11]1.[ClH:35].[NH2:21][c:22]1[cH:23][c:24]2[c:25]([cH:33][cH:34]1)[N:26]([CH3:32])[C:27](=[O:31])[CH2:28][CH2:29][CH2:30]2.[O:40]1[CH2:41][CH2:42][O:43][CH2:44][CH2:45]1>>[Cl:1][c:2]1[c:3]([NH:12][c:13]2[n:14][c:15]([NH:21][c:22]3[cH:23][c:24]4[c:25]([cH:33][cH:34]3)[N:26]([CH3:32])[C:27](=[O:31])[CH2:28][CH2:29][CH2:30]4)[n:16][cH:17][c:18]2[Cl:19])[c:4]([C:5](=[O:6])[NH:7][CH3:8])[cH:9][cH:10][cH:11]1. The reactants are O=C(CBr)c1ccccc1, CN(C)C=O, Cl, [H-], [Na+], O, O=c1cc(-c2ccncc2)nc2n1CCC(C(F)(F)F)N2. The product is Cl, O=C(CN1c2nc(-c3ccncc3)cc(=O)n2CCC1C(F)(F)F)c1ccccc1. RXN SMILES: [Br:24][CH2:25][C:26](=[O:27])[c:28]1[cH:29][cH:30][cH:31][cH:32][cH:33]1.[CH3:35][N:36]([CH3:37])[CH:38]=[O:39].[ClH:34].[H-:22].[Na+:23].[OH2:40].[n:1]1[cH:2][cH:3][c:4](-[c:7]2[n:8][c:9]3[n:10]([c:11](=[O:13])[cH:12]2)[CH2:14][CH2:15][CH:16]([C:18]([F:19])([F:20])[F:21])[NH:17]3)[cH:5][cH:6]1>>[ClH:34].[n:1]1[cH:2][cH:3][c:4](-[c:7]2[n:8][c:9]3[n:10]([c:11](=[O:13])[cH:12]2)[CH2:14][CH2:15][CH:16]([C:18]([F:19])([F:20])[F:21])[N:17]3[CH2:25][C:26](=[O:27])[c:28]2[cH:29][cH:30][cH:31][cH:32][cH:33]2)[cH:5][cH:6]1.